This data is from the Open Reaction Database (ORD), a public repository of structured organic reaction records. The task is: describe an organic reaction: reactants, conditions, products, and yield The reactants are COc1cc2c(cc1CCN1CCC3(CC1)OCCO3)N(C(C)=O)CCC2, O=C([O-])O, Cl, [Na+], C1CCOC1. The product is COc1cc2c(cc1CCN1CCC(=O)CC1)N(C(C)=O)CCC2. As a reaction SMILES: [C:1]([CH3:2])(=[O:3])[N:4]1[CH2:5][CH2:6][CH2:7][c:8]2[cH:9][c:10]([O:26][CH3:27])[c:11]([CH2:14][CH2:15][N:16]3[CH2:17][CH2:18][C:19]4([O:20][CH2:23][CH2:22][O:21]4)[CH2:24][CH2:25]3)[cH:12][c:13]21.[C:28](=[O:29])([OH:30])[O-:31].[ClH:38].[Na+:32].[O:33]1[CH2:34][CH2:35][CH2:36][CH2:37]1>>[C:1]([CH3:2])(=[O:3])[N:4]1[CH2:5][CH2:6][CH2:7][c:8]2[cH:9][c:10]([O:26][CH3:27])[c:11]([CH2:14][CH2:15][N:16]3[CH2:17][CH2:18][C:19](=[O:20])[CH2:24][CH2:25]3)[cH:12][c:13]21. The reactants are C1(=CC=CC=C1)P(C1=CC=CC=C1)C1=CC=CC=C1 (triphenylphosphine), N(=NC(=O)OCC)C(=O)OCC (diethyl azodicarboxylate), N=[N+]=[N-] (hydrazoic acid), ClC1=C(C=C(C=C1)C1(CC(CC=C1C(=O)OC)CO)C)C(F)(F)F (methyl (4RS,6RS)-6-(4-chloro-3-(trifluoromethyl)phenyl)-4-(hydroxymethyl)-6-methylcyclohex-1-enecarboxylate), C1(=CC=CC=C1)P(C1=CC=CC=C1)C1=CC=CC=C1 (triphenylphosphine), N=[N+]=[N-] (hydrazoic acid), N(=NC(=O)OCC)C(=O)OCC (diethyl azodicarboxylate). Run in C1CCOC1 (THF). Run at time 19.5 hour. Yields the product N(=[N+]=[N-])CC1CC=C(C(C1)(C)C1=CC(=C(C=C1)Cl)C(F)(F)F)C(=O)OC (methyl (4RS,6RS)-4-(azidomethyl)-6-(4-chloro-3-(trifluoromethyl)-phenyl)-6-methylcyclohex-1-enecarboxylate). Yield: 51.6%. As a reaction SMILES: [Cl:1][C:2]1[CH:7]=[CH:6][C:5]([C:8]2([CH3:20])[C:13]([C:14]([O:16][CH3:17])=[O:15])=[CH:12][CH2:11][CH:10]([CH2:18]O)[CH2:9]2)=[CH:4][C:3]=1[C:21]([F:24])([F:23])[F:22].C1(P(C2C=CC=CC=2)C2C=CC=CC=2)C=CC=CC=1.[NH:44]=[N+:45]=[N-:46].N(C(OCC)=O)=NC(OCC)=O>C1COCC1>[N:44]([CH2:18][CH:10]1[CH2:9][C:8]([C:5]2[CH:6]=[CH:7][C:2]([Cl:1])=[C:3]([C:21]([F:24])([F:23])[F:22])[CH:4]=2)([CH3:20])[C:13]([C:14]([O:16][CH3:17])=[O:15])=[CH:12][CH2:11]1)=[N+:45]=[N-:46]. Reported procedure: A solution of methyl (4RS,6RS)-6-(4-chloro-3-(trifluoromethyl)phenyl)-4-(hydroxymethyl)-6-methylcyclohex-1-enecarboxylate (Example 7, Step 9; 38.2 mg, 0.105 mmol) in THF (0.8 mL) was treated sequentially with triphenylphosphine (83 mg, 0.316 mmol), hydrazoic acid (ca. 2M in benzene, 0.211 mL, 0.421 mmol) and diethyl azodicarboxylate (0.050 mL, 0.316 mmol). The resulting mixture was stirred at rt for 19.5 h and then an additional amount of triphenylphosphine (83 mg, 0.316 mmol), diethyl azodicarb... Reactants: COC=1C=C(C=C2C=C(NC12)C=1SC(CN1)CC(=O)OCC)OC=1C=NC(=CC1)COC (Ethyl [2-(7-methoxy-5-{[6-(methoxymethyl)pyridin-3-yl]oxy}-1H-indol-2-yl)-4,5-dihydro-1,3-thiazol-5-yl]acetate), [OH-].[Na+] (sodium hydroxide). Isolated yield 101.9%. RXN SMILES: [CH3:1][O:2][C:3]1[CH:4]=[C:5]([O:23][C:24]2[CH:25]=[N:26][C:27]([CH2:30][O:31][CH3:32])=[CH:28][CH:29]=2)[CH:6]=[C:7]2[C:11]=1[NH:10][C:9]([C:12]1[S:13][CH:14]([CH2:17][C:18]([O:20]CC)=[O:19])[CH2:15][N:16]=1)=[CH:8]2.[OH-].[Na+]>O1CCCC1.C(O)C>[CH3:1][O:2][C:3]1[CH:4]=[C:5]([O:23][C:24]2[CH:25]=[N:26][C:27]([CH2:30][O:31][CH3:32])=[CH:28][CH:29]=2)[CH:6]=[C:7]2[C:11]=1[NH:10][C:9]([C:12]1[S:13][CH:14]([CH2:17][C:18]([OH:20])=[O:19])[CH2:15][N:16]=1)=[CH:8]2 |f:1.2|. Run at time 30 minute. Solvent: O1CCCC1 (tetrahydrofuran), C(C)O (ethanol). Procedure details: Ethyl [2-(7-methoxy-5-{[6-(methoxymethyl)pyridin-3-yl]oxy}-1H-indol-2-yl)-4,5-dihydro-1,3-thiazol-5-yl]acetate (1.36 g) was dissolved in a mixture of tetrahydrofuran (15 mL) and ethanol (15 mL). To the mixture was added 1M aqueous sodium hydroxide solution (5 mL) and the mixture was stirred at room temperature for 30 min. The mixture was concentrated under reduced pressure. The residue was dissolved in water and the mixture was neutralized with 1M hydrochloric acid. The mixture was extracted wit... The product is COC=1C=C(C=C2C=C(NC12)C=1SC(CN1)CC(=O)O)OC=1C=NC(=CC1)COC ([2-(7-Methoxy-5-{[6-(methoxymethyl)pyridin-3-yl]oxy}-1H-indol-2-yl)-4,5-dihydro-1,3-thiazol-5-yl]acetic acid).